Dataset: the Open Reaction Database (ORD), a public repository of structured organic reaction records. Task: describe an organic reaction: reactants, conditions, products, and yield Starting materials: ClC1=CC=C(C=C1)[C@@H]1CC[C@H](CC1)C=1C(C2=CC=CC=C2C(C1Cl)=O)=O (trans-2-[4-(4-chlorophenyl)cyclohexyl]-3-chloro-1,4-naphthoquinone), ClC1=CC=C(C=C1)[C@@H]1CC[C@H](CC1)C=1C(C2=CC=CC=C2C(C1Cl)=O)=O (trans-2-[4-(4-chlorophenyl)cyclohexyl]-3-chloro-1,4-naphthoquinone), [OH-].[K+] (potassium hydroxide). The solvent is CO (methanol), O (water). Conditions: temperature 2.5 celsius, time 45 minute. Product: C1=CC2=C(C=C1)C(=O)C(=C(C2=O)[C@H]3CC[C@@H](CC3)C4=CC=C(C=C4)Cl)O (atovaquone). Isolated yield 86.1%. As a reaction SMILES: [Cl:1][C:2]1[CH:7]=[CH:6][C:5]([C@H:8]2[CH2:13][CH2:12][C@H:11]([C:14]3[C:15](=[O:26])[C:16]4[C:21]([C:22](=[O:25])[C:23]=3Cl)=[CH:20][CH:19]=[CH:18][CH:17]=4)[CH2:10][CH2:9]2)=[CH:4][CH:3]=1.[OH-:27].[K+]>CO.O>[CH:18]1[CH:19]=[CH:20][C:21]2[C:22]([C:23]([OH:27])=[C:14]([C@@H:11]3[CH2:10][CH2:9][C@@H:8]([C:5]4[CH:4]=[CH:3][C:2]([Cl:1])=[CH:7][CH:6]=4)[CH2:13][CH2:12]3)[C:15](=[O:26])[C:16]=2[CH:17]=1)=[O:25] |f:1.2|. Procedure: 87.3 g of trans-2-[4-(4-chlorophenyl)cyclohexyl]-3-chloro-1,4-naphthoquinone (trans-isomer of Formula IV) as obtained in Example 7 was suspended in 2619 ml methanol. 128 g potassium hydroxide was dissolved in 873 ml water and added drop-wise to the suspension under heating over a period of 20 minutes. Refluxed was extended for another 45 minutes before cooling to 0-5° C. and filtered. The filtrate was acidified with 50% aqueous hydrochloric acid to precipitate the product. The precipitated produ... The reactants are COc1cc(C(=O)N2CCN(Cc3ccc(C(O)(C(F)(F)F)C(F)(F)F)cc3)CC2)ccc1N, C1COCCO1, O=C(Nc1ccncc1)Oc1ccccc1. Yields the product COc1cc(C(=O)N2CCN(Cc3ccc(C(O)(C(F)(F)F)C(F)(F)F)cc3)CC2)ccc1NC(=O)Nc1ccncc1. Reaction SMILES: [NH2:1][c:2]1[c:3]([O:33][CH3:34])[cH:4][c:5]([C:8](=[O:9])[N:10]2[CH2:11][CH2:12][N:13]([CH2:16][c:17]3[cH:18][cH:19][c:20]([C:23]([C:24]([F:25])([F:26])[F:27])([C:28]([F:29])([F:30])[F:31])[OH:32])[cH:21][cH:22]3)[CH2:14][CH2:15]2)[cH:6][cH:7]1.[O:51]1[CH2:52][CH2:53][O:54][CH2:55][CH2:56]1.[n:35]1[cH:36][cH:37][c:38]([NH:41][C:42]([O:43][c:45]2[cH:46][cH:47][cH:48][cH:49][cH:50]2)=[O:44])[cH:39][cH:40]1>>[NH:1]([c:2]1[c:3]([O:33][CH3:34])[cH:4][c:5]([C:8](=[O:9])[N:10]2[CH2:11][CH2:12][N:13]([CH2:16][c:17]3[cH:18][cH:19][c:20]([C:23]([C:24]([F:25])([F:26])[F:27])([C:28]([F:29])([F:30])[F:31])[OH:32])[cH:21][cH:22]3)[CH2:14][CH2:15]2)[cH:6][cH:7]1)[C:42]([NH:41][c:38]1[cH:37][cH:36][n:35][cH:40][cH:39]1)=[O:43]. The reactants are O=C1Cc2cc(Br)ccc2N1, C1CCNCC1, CCO, O=Cc1cc2cc(OCCN3CCOCC3)ccc2[nH]1. The product is O=C1Nc2ccc(Br)cc2C1=Cc1cc2cc(OCCN3CCOCC3)ccc2[nH]1. Reaction SMILES: [Br:1][c:2]1[cH:3][c:4]2[c:8]([cH:9][cH:10]1)[NH:7][C:6](=[O:11])[CH2:5]2.[CH2:32]1[CH2:33][CH2:34][NH:35][CH2:36][CH2:37]1.[CH3:38][CH2:39][OH:40].[O:12]1[CH2:13][CH2:14][N:15]([CH2:18][CH2:19][O:20][c:21]2[cH:22][c:23]3[cH:24][c:25]([CH:30]=[O:31])[nH:26][c:27]3[cH:28][cH:29]2)[CH2:16][CH2:17]1>>[Br:1][c:2]1[cH:3][c:4]2[c:8]([cH:9][cH:10]1)[NH:7][C:6](=[O:11])[C:5]2=[CH:30][c:25]1[cH:24][c:23]2[cH:22][c:21]([O:20][CH2:19][CH2:18][N:15]3[CH2:14][CH2:13][O:12][CH2:17][CH2:16]3)[cH:29][cH:28][c:27]2[nH:26]1. The reactants are ON (HONH2), C(C)OC(CCCCCCN(C1=NC=CC=C1)C1=NC=CC(=C1)C1=CC=CC=C1)=O (7-[(4-Phenyl-pyridin-2-yl)-pyridin-2-yl-amino]heptanoic acid ethyl ester). Run in CO (MeOH), CN(C)C=O (DMF). Reaction conditions: time 24 hour. Yields the product ONC(CCCCCCN(C1=NC=CC=C1)C1=NC=CC(=C1)C1=CC=CC=C1)=O (N-Hydroxy-7-((4-phenylpyridin-2-yl)(pyridin-2-yl)amino)heptanamide). The yield is 23.0%. Reaction SMILES: [OH:1][NH2:2].C([O:5][C:6](=O)[CH2:7][CH2:8][CH2:9][CH2:10][CH2:11][CH2:12][N:13]([C:20]1[CH:25]=[C:24]([C:26]2[CH:31]=[CH:30][CH:29]=[CH:28][CH:27]=2)[CH:23]=[CH:22][N:21]=1)[C:14]1[CH:19]=[CH:18][CH:17]=[CH:16][N:15]=1)C>CO.CN(C=O)C>[OH:1][NH:2][C:6](=[O:5])[CH2:7][CH2:8][CH2:9][CH2:10][CH2:11][CH2:12][N:13]([C:20]1[CH:25]=[C:24]([C:26]2[CH:31]=[CH:30][CH:29]=[CH:28][CH:27]=2)[CH:23]=[CH:22][N:21]=1)[C:14]1[CH:19]=[CH:18][CH:17]=[CH:16][N:15]=1. Procedure details: HONH2 (50% aqueous, 4 mL) was added to II (120 mg, 0.3 mmol) in MeOH (4 mL) and DMF (2 mL) at rt. The reaction mixture was stirred for 24 h, after which the solvents were evaporated under reduced pressure. The resulting residue was dissolved and co-evaporated with toluene (3×5 mL) then was purified by silica gel column chromatography eluting with CH2Cl2/MeOH (100:2 to 100:8) to furnish III as a yellow oil (28 mg, 23%).